Dataset: the Open Reaction Database (ORD), a public repository of structured organic reaction records. Task: describe an organic reaction: reactants, conditions, products, and yield Solvent: C1CCOC1 (THF). Conditions: time 24 hour. The product is CC1=C(NC(=C1C(CN(CC)CC)=O)C)C=O (3,5-Dimethyl-4-(2-diethylaminoacetyl)pyrrole-2-carboxaldehyde). Procedure: Diethylamine (5 ml) was added to a solution of 4-(2-Chloroacetyl)-3,5-dimethylpyrrole-2-carboxaldehyde (1 g, 5 mmol) in THF (20 ml). The mixture was stirred at room temperature for 24 h. The solvent was removed under reduced pressure and the residue was treated with water, NaHCO3 (5%) and extracted with dichloromethane. After drying and filtering, the solvent was removed and the residue was used without further purification. RXN SMILES: [CH2:1]([NH:3][CH2:4][CH3:5])[CH3:2].Cl[CH2:7][C:8]([C:10]1[C:11]([CH3:18])=[C:12]([CH:16]=[O:17])[NH:13][C:14]=1[CH3:15])=[O:9]>C1COCC1>[CH3:18][C:11]1[C:10]([C:8](=[O:9])[CH2:7][N:3]([CH2:4][CH3:5])[CH2:1][CH3:2])=[C:14]([CH3:15])[NH:13][C:12]=1[CH:16]=[O:17]. The reactants are C(C)NCC (Diethylamine), ClCC(=O)C=1C(=C(NC1C)C=O)C (4-(2-Chloroacetyl)-3,5-dimethylpyrrole-2-carboxaldehyde).